This data is from the Open Reaction Database (ORD), a public repository of structured organic reaction records. The task is: describe an organic reaction: reactants, conditions, products, and yield The reactants are BrC(CC1=CC=CC2=C1C=C(N2)C2=CC=CC=C2)Br (4-Dibromoethyl-2-phenyl-benzoazole), S(O)(O)(=O)=O (sulphuric acid), O (water). The product is C1(=CC=CC=C1)C=1OC=2C(N1)=C(C=CC2)C=O (2-Phenylbenzoxazole-4-carbaldehyde). RXN SMILES: BrC(Br)C[C:4]1[C:9]2[CH:10]=[C:11]([C:13]3[CH:18]=[CH:17][CH:16]=[CH:15][CH:14]=3)[NH:12][C:8]=2[CH:7]=[CH:6][CH:5]=1.S(=O)(=O)(O)[OH:21].[OH2:25]>>[C:13]1([C:11]2[O:25][C:7]3[C:8](=[C:9]([CH:10]=[O:21])[CH:4]=[CH:5][CH:6]=3)[N:12]=2)[CH:18]=[CH:17][CH:16]=[CH:15][CH:14]=1. Reported procedure: 5.5 g (14.9 mmol) of the compound from Example XII were stirred at 100° C. with 30 ml of concentrated sulphuric acid for 1 h, the mixture was poured into water, and the precipitate was filtered off with suction and dried. Yield: 3.3 g (100% of theory) M.p.: 116° C. Starting materials: CC1=CC=C(C=C1)N1C(OC(C1C(C)C)=O)=O (3-(4-methylphenyl)-4-isopropyloxazolidine-2,5-dione), C(C1=CC=CC=C1)C1=C(NC=C1)CO (3-benzylpyrrolylmethyl alcohol). The product is CC1=CC=C(C=C1)NC(C(=O)OCC=1NC=CC1CC1=CC=CC=C1)C(C)C (3-benzylpyrrolylmethyl 2-(4-methylphenylamino)-3-methylbutanoate). Reaction SMILES: [CH3:1][C:2]1[CH:7]=[CH:6][C:5]([N:8]2[CH:12]([CH:13]([CH3:15])[CH3:14])[C:11](=[O:16])[O:10][C:9]2=O)=[CH:4][CH:3]=1.[CH2:18]([C:25]1[CH:29]=[CH:28][NH:27][C:26]=1CO)[C:19]1[CH:24]=[CH:23][CH:22]=[CH:21][CH:20]=1>>[CH3:1][C:2]1[CH:7]=[CH:6][C:5]([NH:8][CH:12]([CH:13]([CH3:15])[CH3:14])[C:11]([O:10][CH2:9][C:26]2[NH:27][CH:28]=[CH:29][C:25]=2[CH2:18][C:19]2[CH:20]=[CH:21][CH:22]=[CH:23][CH:24]=2)=[O:16])=[CH:4][CH:3]=1. Procedure details: Following the above procedure, 3-(4-methylphenyl)-4-isopropyloxazolidine-2,5-dione is reacted with 3-benzylpyrrolylmethyl alcohol to give 3-benzylpyrrolylmethyl 2-(4-methylphenylamino)-3-methylbutanoate. RXN SMILES: Br[C:2]1[S:6][C:5]([C:7]2[N:11]3[N:12]=[C:13]([CH3:21])[CH:14]=[C:15]([CH:16]([CH2:19][CH3:20])[CH2:17][CH3:18])[C:10]3=[N:9][C:8]=2[CH3:22])=[C:4]([CH3:23])[CH:3]=1.C1COCC1.C([Li])CCC.[O:34]1[CH2:39][CH2:38][C:37](=[O:40])[CH2:36][CH2:35]1>CCOC(C)=O>[CH2:17]([CH:16]([C:15]1[C:10]2[N:11]([C:7]([C:5]3[S:6][C:2]([C:37]4([OH:40])[CH2:38][CH2:39][O:34][CH2:35][CH2:36]4)=[CH:3][C:4]=3[CH3:23])=[C:8]([CH3:22])[N:9]=2)[N:12]=[C:13]([CH3:21])[CH:14]=1)[CH2:19][CH3:20])[CH3:18]. Reported procedure: To a −78° C. solution of 3-(5-bromo-3-methyl-thiophen-2-yl)-8-(1-ethyl-propyl)-2,6-dimethyl-imidazo[1,2-b]pyridazine (0.60 g, 1.53 mmol) and THF (10 mL) is added 1.56 M n-Bu-Li (1.03 mL, 1.61 mmol). After 30 minutes tetrahydro-pyran-4-one (0.21 mL, 2.29 mmol) is added over 5 minutes. The solution is stirred at −78° C. for 2 hours, warmed to ambient temperature, diluted with EtOAc (50 mL), washed with sat. NH4Cl (50 mL), dried over MgSO4, filtered and concentrated. The residue is purified by ISCO... The yield is 60.1%. Yields the product C(C)C(CC)C=1C=2N(N=C(C1)C)C(=C(N2)C)C2=C(C=C(S2)C2(CCOCC2)O)C (4-{5-[8-(1-ethyl-propyl)-2,6-dimethyl-imidazo[1,2-b]pyridazin-3-yl]-4-methyl-thiophen-2-yl}-tetrahydro-pyran-4-ol). Reactants: BrC1=CC(=C(S1)C1=C(N=C2N1N=C(C=C2C(CC)CC)C)C)C (3-(5-bromo-3-methyl-thiophen-2-yl)-8-(1-ethyl-propyl)-2,6-dimethyl-imidazo[1,2-b]pyridazine), C1CCOC1 (THF), C(CCC)[Li] (n-Bu-Li), O1CCC(CC1)=O (tetrahydro-pyran-4-one). Run at temperature -78 celsius, time 2 hour. Solvent: CCOC(=O)C (EtOAc). The reactants are CCN=C=NCCCN(C)C, ClCCl, Cl, Fc1ccc2c(c1)CNC2, O=C(O)CN1CCC(c2ccc(F)cc2)C1=O. The product is O=C(CN1CCC(c2ccc(F)cc2)C1=O)N1Cc2ccc(F)cc2C1. RXN SMILES: [CH2:29]([N:30]=[C:31]=[N:32][CH2:33][CH2:34][CH2:35][N:36]([CH3:37])[CH3:38])[CH3:39].[Cl:40][CH2:41][Cl:42].[ClH:18].[F:19][c:20]1[cH:21][c:22]2[c:26]([cH:27][cH:28]1)[CH2:25][NH:24][CH2:23]2.[F:1][c:2]1[cH:3][cH:4][c:5]([CH:8]2[C:9](=[O:17])[N:10]([CH2:13][C:14](=[O:15])[OH:16])[CH2:11][CH2:12]2)[cH:6][cH:7]1>>[F:1][c:2]1[cH:3][cH:4][c:5]([CH:8]2[C:9](=[O:17])[N:10]([CH2:13][C:14](=[O:16])[N:24]3[CH2:23][c:22]4[cH:21][c:20]([F:19])[cH:28][cH:27][c:26]4[CH2:25]3)[CH2:11][CH2:12]2)[cH:6][cH:7]1. The reactants are C(C=CC)C1C2(C3=CC=C(C=C3C1=O)OC)CCCC2 ((RS)-2'-(2-buten-1-yl)-5'-methoxy-2',3'-dihydro-spiro[cyclopentane-1,1'-[1H]indene]-3'-one), CO (methanol), O=[O+][O-] (ozone), O=[O+][O-] (ozone). The solvent is ClCCl (dichloromethane). Conditions: time 50 minute. Yields the product O=CCC1C2(C3=CC=C(C=C3C1=O)OC)CCCC2 ((RS)-2'-(2-oxoethyl)-5'-methoxy-2',3'-dihydro-spiro[cyclopentane-1,1'-[1H]indene]-3'-one). The yield is 97.0%. RXN SMILES: O=[O+][O-].[CH2:4]([CH:8]1[C:16](=[O:17])[C:15]2[C:10](=[CH:11][CH:12]=[C:13]([O:18][CH3:19])[CH:14]=2)[C:9]21[CH2:23][CH2:22][CH2:21][CH2:20]2)C=CC.[CH3:24][OH:25]>ClCCl>[O:25]=[CH:24][CH2:4][CH:8]1[C:16](=[O:17])[C:15]2[C:10](=[CH:11][CH:12]=[C:13]([O:18][CH3:19])[CH:14]=2)[C:9]21[CH2:20][CH2:21][CH2:22][CH2:23]2. Procedure: An ozone stream (2.5 g ozone/hour) was conducted for 50 minutes while stirring through a solution, cooled to -70°, of 6.2 g of (RS)-2'-(2-buten-1-yl)-5'-methoxy-2',3'-dihydro-spiro[cyclopentane-1,1'-[1H]indene]-3'-one in 80 ml of anhydrous dichloromethane and 20 ml of anhydrous methanol. Subsequently, the solution was flushed with oxygen for 5 minutes and with argon for 10 minutes. After the addition of 2.52 ml of dimethyl sulfide, the mixture was stirred at room temperature for 17 hours. The re... The solvent is C(Cl)(Cl)Cl (chloroform). The reactants are COC1=C(C=2C(=NC=NC2C=C1OC)NC1=CC=CC=C1)N (6,7-dimethoxy-N 4-phenyl-quinazoline-4,5-diamine), C(C)(=O)OC(C)=O (acetic anhydride), [OH-].[Na+] (NaOH). Procedure: A solution of 6,7-dimethoxy-N4-phenyl-quinazoline-4,5-diamine (60 mg, 0.20 mmol) (from Example 1, Step C, supra) in acetic anhydride (2 mL) was heated at 150° C. for 2 hours. Aqueous NaOH solution was then added to the reaction mixture to a pH 10–12. The solution was diluted with chloroform (50 mL). The organic layer was separated, dried over Na2SO4, and concentrated. The residue was purified by chromatography using EtOAc/Et3N (1:0.04) as eluent to give the desired 8,9-dimethoxy-2-methyl-3-pheny... RXN SMILES: [CH3:1][O:2][C:3]1[C:12]([O:13][CH3:14])=[CH:11][C:10]2[N:9]=[CH:8][N:7]=[C:6]([NH:15][C:16]3[CH:21]=[CH:20][CH:19]=[CH:18][CH:17]=3)[C:5]=2[C:4]=1[NH2:22].[OH-].[Na+].[C:25](OC(=O)C)(=O)[CH3:26]>C(Cl)(Cl)Cl>[CH3:14][O:13][C:12]1[CH:11]=[C:10]2[C:5]3[C:6]([N:15]([C:16]4[CH:17]=[CH:18][CH:19]=[CH:20][CH:21]=4)[C:25]([CH3:26])=[N:22][C:4]=3[C:3]=1[O:2][CH3:1])=[N:7][CH:8]=[N:9]2 |f:1.2|. Yields the product COC=1C=C2N=CN=C3N(C(=NC(C1OC)=C32)C)C3=CC=CC=C3 (8,9-dimethoxy-2-methyl-3-phenyl-3H-1,3,4,6-tetraaza-phenalene). The reactants are Cl.N1C(CCCC1)CCCO (3-(Piperidin-2-yl)propan-1-ol hydrochloride), C(=O)([O-])[O-].[K+].[K+] (K2CO3), C(C1=CC=CC=C1)Br (Benzyl bromide). Solvent: C(C)O (ethanol). Yields the product C(C1=CC=CC=C1)N1C(CCCC1)CCCO (3-(1-benzyl-piperidin-2-yl)-propan-1-ol). Reaction SMILES: Cl.[NH:2]1[CH2:7][CH2:6][CH2:5][CH2:4][CH:3]1[CH2:8][CH2:9][CH2:10][OH:11].C([O-])([O-])=O.[K+].[K+].[CH2:18](Br)[C:19]1[CH:24]=[CH:23][CH:22]=[CH:21][CH:20]=1>C(O)C>[CH2:18]([N:2]1[CH2:7][CH2:6][CH2:5][CH2:4][CH:3]1[CH2:8][CH2:9][CH2:10][OH:11])[C:19]1[CH:24]=[CH:23][CH:22]=[CH:21][CH:20]=1 |f:0.1,2.3.4|. Procedure: To a stirred solution of compound 21 (3 g, 16.71 mmol) in ethanol (23 mL) was added K2CO3 (11.5 g, 83.55 mmol) portion-wise at ice cold conditions. Benzyl bromide (2 mL, 16.71 mmol) was then added and the reaction mixture was heated at reflux for 2 hours. The reaction mixture was filtered, and washed with EtOAc. The filtrate was concentrated, the residue was dissolved in EtOAc, washed with saturated NaHCO3 solution and brine, dried over Na2SO4, filtered and concentrated. The crude material was p... The reactants are CN(C)[C@H]1CCNC1, C1=CC(=C(C=C1Cl)Br)C#N. The reagents and catalysts are C(=O)([O-])[O-].[Cs+].[Cs+], C1=CC=C(C=C1)P(C2=CC=CC=C2)C3=C(C4=CC=CC=C4C=C3)C5=C(C=CC6=CC=CC=C65)P(C7=CC=CC=C7)C8=CC=CC=C8, C1=CC=C(C=C1)/C=C/C(=O)/C=C/C2=CC=CC=C2.C1=CC=C(C=C1)/C=C/C(=O)/C=C/C2=CC=CC=C2.C1=CC=C(C=C1)/C=C/C(=O)/C=C/C2=CC=CC=C2.[Pd].[Pd]. The solvent is CC1=CC=CC=C1. Run at temperature 100 celsius. The product is CN(C)[C@H]1CCN(C1)C2=C(C=CC(=C2)Cl)C#N. Yield: 69.3%. Reported procedure: A mixture of 2-bromo-4-chlorobenzonitrile (500 mg, 2.31 mmol), (S)-N,N-dimethylpyrrolidin-3-amine (317 mg, 2.77 mmol), cesium carbonate (1505 mg, 4.62 mmol), tris(dibenzylideneacetone)dipalladium(0) (212 mg, 0.23 mmol) and BINAP (288 mg, 0.46 mmol) in toluene (15 mL) was stirred at 100 °C for overnight. Conc. in vacuo, the residue was purified with ISCO (100% ethyl acetate to 30% methanol in ethyl acetate) to yield a light yellow solid as (S)-4-chloro-2-(3-(dimethylamino)pyrrolidin-1-yl)benzonit...